Dataset: the Open Reaction Database (ORD), a public repository of structured organic reaction records. Task: describe an organic reaction: reactants, conditions, products, and yield As a reaction SMILES: [C:33]([O:34][BH-:35]([O:36][C:37](=[O:38])[CH3:39])[O:40][C:41](=[O:42])[CH3:43])(=[O:44])[CH3:45].[CH2:47]1[O:48][CH2:49][CH2:50][O:51][CH2:52]1.[CH3:29][C:30](=[O:31])[O-:32].[NH2:1][CH:2]([CH2:3][CH3:4])[c:5]1[n:6][n:7]2[c:8]([c:9](=[O:18])[n:10]1[CH2:11][c:12]1[cH:13][cH:14][cH:15][cH:16][cH:17]1)[cH:19][cH:20][cH:21]2.[Na+:28].[Na+:46].[O:22]=[C:23]1[CH2:24][CH2:25][CH2:26][CH2:27]1>>[NH:1]([CH:2]([CH2:3][CH3:4])[c:5]1[n:6][n:7]2[c:8]([c:9](=[O:18])[n:10]1[CH2:11][c:12]1[cH:13][cH:14][cH:15][cH:16][cH:17]1)[cH:19][cH:20][cH:21]2)[CH:23]1[CH2:24][CH2:25][CH2:26][CH2:27]1. Starting materials: CC(=O)O[BH-](OC(C)=O)OC(C)=O, C1COCCO1, CC(=O)[O-], CCC(N)c1nn2cccc2c(=O)n1Cc1ccccc1, [Na+], [Na+], O=C1CCCC1. Product: CCC(NC1CCCC1)c1nn2cccc2c(=O)n1Cc1ccccc1. Reactants: C(C1=CC=CC=C1)(C1=CC=CC=C1)=NC=1C=CC(=C(C1)[C@]1(NC(COCC1(F)F)=O)C)F ((R)-5-[5-(benzhydrylidene-amino)-2-fluoro-phenyl]-6,6-difluoro-5-methyl-[1,4]oxazepan-3-one), Cl (HCl), C(=O)(O)[O-].[Na+] (NaHCO3). Solvent: O1CCOCC1 (dioxane). Conditions: time 30 minute. Yields the product NC=1C=CC(=C(C1)[C@]1(NC(COCC1(F)F)=O)C)F ((R)-5-(5-amino-2-fluorophenyl)-6,6-difluoro-5-methyl-1,4-oxazepan-3-one). Yield: 90.0%. As a reaction SMILES: C(=[N:14][C:15]1[CH:16]=[CH:17][C:18]([F:32])=[C:19]([C@:21]2([CH3:31])[C:27]([F:29])([F:28])[CH2:26][O:25][CH2:24][C:23](=[O:30])[NH:22]2)[CH:20]=1)(C1C=CC=CC=1)C1C=CC=CC=1.Cl.C([O-])(O)=O.[Na+]>O1CCOCC1>[NH2:14][C:15]1[CH:16]=[CH:17][C:18]([F:32])=[C:19]([C@:21]2([CH3:31])[C:27]([F:28])([F:29])[CH2:26][O:25][CH2:24][C:23](=[O:30])[NH:22]2)[CH:20]=1 |f:2.3|. Procedure: To a solution of (R)-5-[5-(benzhydrylidene-amino)-2-fluoro-phenyl]-6,6-difluoro-5-methyl-[1,4]oxazepan-3-one (intermediate A17D) (308 mg, 0.70 mmol) in dioxane (20 ml) at 23° C. was added 1 M HCl (2.1 ml, 2.1 mmol) was added. After 30 min of stirring, the reaction mixture was poured on sat. NaHCO3-solution and extracted twice with ethyl acetate. The combined organic layers were washed with brine, dried over sodium sulfate, filtered and evaporated to give a dark green oil, which was purified by s... Starting materials: BrC=1C=CC=C2C(=CC(=NC12)C)N1CCC(=CC1)C(N)=O (8-bromo-2-methyl-4-(4-carbamoyl-1,2,3,6-tetrahydropyridin-1-yl)quinoline), O (water), ClC1=C(C=CC(=C1)Cl)OB(O)O (2,4-dichlorophenylboric acid), C([O-])([O-])=O.[Na+].[Na+] (sodium carbonate). Reagents/catalysts: C=1C=CC(=CC1)[P](C=2C=CC=CC2)(C=3C=CC=CC3)[Pd]([P](C=4C=CC=CC4)(C=5C=CC=CC5)C=6C=CC=CC6)([P](C=7C=CC=CC7)(C=8C=CC=CC8)C=9C=CC=CC9)[P](C=1C=CC=CC1)(C=1C=CC=CC1)C=1C=CC=CC1 (tetrakis(triphenylphosphine)palladium). Solvent: C1(=CC=CC=C1)C (toluene), C(C)O (ethanol). Run at time 3 hour. Yields the product ClC1=C(C=CC(=C1)Cl)C=1C=CC=C2C(=CC(=NC12)C)N1CCC(=CC1)C(N)=O (8-(2,4-dichlorophenyl)-4-(4-carbamoyl-1,2,3,6-tetrahydropyridin-1-yl)-2-methyl-quinoline). Isolated yield 84.0%. RXN SMILES: Br[C:2]1[CH:3]=[CH:4][CH:5]=[C:6]2[C:11]=1[N:10]=[C:9]([CH3:12])[CH:8]=[C:7]2[N:13]1[CH2:18][CH:17]=[C:16]([C:19](=[O:21])[NH2:20])[CH2:15][CH2:14]1.[Cl:22][C:23]1[CH:28]=[C:27]([Cl:29])[CH:26]=[CH:25][C:24]=1OB(O)O.C(=O)([O-])[O-].[Na+].[Na+].O>C1C=CC([P]([Pd]([P](C2C=CC=CC=2)(C2C=CC=CC=2)C2C=CC=CC=2)([P](C2C=CC=CC=2)(C2C=CC=CC=2)C2C=CC=CC=2)[P](C2C=CC=CC=2)(C2C=CC=CC=2)C2C=CC=CC=2)(C2C=CC=CC=2)C2C=CC=CC=2)=CC=1.C(O)C.C1(C)C=CC=CC=1>[Cl:22][C:23]1[CH:28]=[C:27]([Cl:29])[CH:26]=[CH:25][C:24]=1[C:2]1[CH:3]=[CH:4][CH:5]=[C:6]2[C:11]=1[N:10]=[C:9]([CH3:12])[CH:8]=[C:7]2[N:13]1[CH2:18][CH:17]=[C:16]([C:19](=[O:21])[NH2:20])[CH2:15][CH2:14]1 |f:2.3.4,^1:44,46,65,84|. Procedure details: Under a nitrogen atmosphere, 8-bromo-2-methyl-4-(4-carbamoyl-1,2,3,6-tetrahydropyridin-1-yl)quinoline (4.7 g), 2,4-dichlorophenylboric acid (2.9 g) and sodium carbonate (4.5 g) were suspended in a mixed solvent of deaerated water (14 mL), toluene (7 mL) and ethanol (7 mL), followed by adding thereto tetrakis(triphenylphosphine)palladium (0.81 g), and the resulting mixture was heated under reflux for 5 hours. The reaction mixture was cooled to room temperature and stirred at room temperature for ... Solvent: O1CCOCC1 (dioxane). Starting materials: ClC=1C=C(C=CC1F)NC1=NC=NC2=CC(=C(C=C12)O[C@@H]1CN(CC1)C(=O)OC(C)(C)C)OC (4-[(3-chloro-4-fluoro-phenyl)amino]-6-[(S)-1-(tert.-butyloxy-carbonyl)-pyrrolidin-3-yloxy]-7-methoxy-quinazoline), Cl (hydrochloric acid). Reaction SMILES: [Cl:1][C:2]1[CH:3]=[C:4]([NH:9][C:10]2[C:19]3[C:14](=[CH:15][C:16]([O:33][CH3:34])=[C:17]([O:20][C@H:21]4[CH2:25][CH2:24][N:23](C(OC(C)(C)C)=O)[CH2:22]4)[CH:18]=3)[N:13]=[CH:12][N:11]=2)[CH:5]=[CH:6][C:7]=1[F:8].[ClH:35]>O1CCOCC1>[ClH:1].[ClH:35].[Cl:1][C:2]1[CH:3]=[C:4]([NH:9][C:10]2[C:19]3[C:14](=[CH:15][C:16]([O:33][CH3:34])=[C:17]([O:20][C@H:21]4[CH2:25][CH2:24][NH:23][CH2:22]4)[CH:18]=3)[N:13]=[CH:12][N:11]=2)[CH:5]=[CH:6][C:7]=1[F:8] |f:3.4.5|. Procedure details: A solution of 370 mg 4-[(3-chloro-4-fluoro-phenyl)amino]-6-[(S)-1-(tert.-butyloxy-carbonyl)-pyrrolidin-3-yloxy]-7-methoxy-quinazoline in 5 ml dioxane is combined with 0.32 ml concentrated hydrochloric acid and stirred overnight at ambient temperature. The precipitate formed is suction filtered and washed with copious amounts of dioxane. The crude product is dissolved in a little methanol and re-precipitated by the addition of the same amount of ethyl acetate. The white solid thus obtained is suc... Reaction conditions: time 8 hour. Yields the product Cl.Cl.ClC=1C=C(C=CC1F)NC1=NC=NC2=CC(=C(C=C12)O[C@@H]1CNCC1)OC (4-[(3-chloro-4-fluoro-phenyl)amino]-6-((S)-pyrrolidin-3-yloxy)-7-methoxy-quinazoline-dihydrochloride).